Dataset: the Open Reaction Database (ORD), a public repository of structured organic reaction records. Task: describe an organic reaction: reactants, conditions, products, and yield Reactants: CCO, [H][H], [N-]=[N+]=NCC1CN(C(=O)OCc2ccccc2)CC1F, O=[Pt]. Yields the product NCC1CN(C(=O)OCc2ccccc2)CC1F. Reaction SMILES: [CH3:23][CH2:24][OH:25].[H:21][H:22].[N:1](=[N+:2]=[N-:3])[CH2:4][CH:5]1[CH2:6][N:7]([C:11](=[O:12])[O:13][CH2:14][c:15]2[cH:16][cH:17][cH:18][cH:19][cH:20]2)[CH2:8][CH:9]1[F:10].[Pt:26]=[O:27]>>[NH2:1][CH2:4][CH:5]1[CH2:6][N:7]([C:11](=[O:12])[O:13][CH2:14][c:15]2[cH:16][cH:17][cH:18][cH:19][cH:20]2)[CH2:8][CH:9]1[F:10]. Reactants: NaH2PO4, [C@H]12[C@H](C[C@H](CC1)C2)NC=2SCC(N2)=O (2-((1S,2S,4R)-bicyclo[2.2.1]heptan-2-ylamino)thiazol-4(5H)-one), BrCCOCCBr (1-bromo-2-(2-bromoethoxy)ethane), [Li+].CC(C)[N-]C(C)C (LDA). Solvent: C1CCOC1 (THF). Reaction conditions: temperature -78 celsius, time 10 minute. Yields the product [C@H]12[C@H](C[C@H](CC1)C2)NC=2SC1(C(N2)=O)CCOCC1 (2-((1S,2S,4R)-Bicyclo[2.2.1]hept-2-ylamino)-8-oxa-1-thia-3-azaspiro[4.5]dec-2-en-4-one). RXN SMILES: [C@@H:1]12[CH2:7][C@@H:4]([CH2:5][CH2:6]1)[CH2:3][C@@H:2]2[NH:8][C:9]1[S:10][CH2:11][C:12](=[O:14])[N:13]=1.[Li+].CC([N-]C(C)C)C.Br[CH2:24][CH2:25][O:26][CH2:27][CH2:28]Br>C1COCC1>[C@@H:1]12[CH2:7][C@@H:4]([CH2:5][CH2:6]1)[CH2:3][C@@H:2]2[NH:8][C:9]1[S:10][C:11]2([CH2:28][CH2:27][O:26][CH2:25][CH2:24]2)[C:12](=[O:14])[N:13]=1 |f:1.2|. Reported procedure: To the mixture of 2-((1S,2S,4R)-bicyclo[2.2.1]heptan-2-ylamino)thiazol-4(5H)-one (840 mg, 4.0 mmol) in THF (5.0 mL) was added LDA (2.0 M, 20 mL) at −78° C. The resulting mixture was stirred for 10 min at −78° C., and then 1-bromo-2-(2-bromoethoxy)ethane (3.71 g, 16 mmol) was added. The mixture was allowed to warm to room temperature and then stirred overnight. A sat'd solution of NaH2PO4 was added, and it was extracted with EtOAc. The organic layer was washed with sat'd NH4Cl, dried over MgSO4, ... The reactants are COC(=O)CCc1ccc(OCCc2nc(-c3ccccc3)oc2C)cc1, CO, N. Yields the product Cc1oc(-c2ccccc2)nc1CCOc1ccc(CCC(N)=O)cc1. Reaction SMILES: [CH3:1][c:2]1[c:3]([CH2:13][CH2:14][O:15][c:16]2[cH:17][cH:18][c:19]([CH2:22][CH2:23][C:24]([O:26][CH3:25])=[O:27])[cH:20][cH:21]2)[n:4][c:5](-[c:7]2[cH:8][cH:9][cH:10][cH:11][cH:12]2)[o:6]1.[CH3:28][OH:29].[NH3:30]>>[CH3:1][c:2]1[c:3]([CH2:13][CH2:14][O:15][c:16]2[cH:17][cH:18][c:19]([CH2:22][CH2:23][C:24](=[O:26])[NH2:30])[cH:20][cH:21]2)[n:4][c:5](-[c:7]2[cH:8][cH:9][cH:10][cH:11][cH:12]2)[o:6]1. The reactants are CCOP(=O)(CC#N)OCC, CCc1c(OC)nc(OC)nc1C(=O)c1cc(C)cc(C=O)c1, C1CCOC1, CC(C)(C)[O-], [K+]. Product: CCc1c(OC)nc(OC)nc1C(=O)c1cc(C)cc(C=CC#N)c1. RXN SMILES: [C:24](#[N:25])[CH2:26][P:27](=[O:28])([O:29][CH2:30][CH3:31])[O:32][CH2:33][CH3:34].[CH2:1]([CH3:2])[c:3]1[c:4]([C:13](=[O:14])[c:15]2[cH:16][c:17]([CH:18]=[O:19])[cH:20][c:21]([CH3:23])[cH:22]2)[n:5][c:6]([O:11][CH3:12])[n:7][c:8]1[O:9][CH3:10].[CH2:41]1[O:42][CH2:43][CH2:44][CH2:45]1.[CH3:35][C:36]([CH3:37])([O-:38])[CH3:39].[K+:40]>>[CH2:1]([CH3:2])[c:3]1[c:4]([C:13](=[O:14])[c:15]2[cH:16][c:17]([CH:18]=[CH:26][C:24]#[N:25])[cH:20][c:21]([CH3:23])[cH:22]2)[n:5][c:6]([O:11][CH3:12])[n:7][c:8]1[O:9][CH3:10]. The reactants are Cl.CCOC(=O)C (HCl EtOAc), C(N)(=O)C=1C=CC(=NC1)N1CCC(CC1)NC(OC(C)(C)C)=O (tert-butyl 1-(5-carbamoylpyridin-2-yl)piperidin-4-ylcarbamate). Conditions: time 4 hour. The product is Cl.NC1CCN(CC1)C1=NC=C(C(=O)N)C=C1 (6-(4-aminopiperidin-1-yl)nicotinamide hydrochloride). Yield: 94.0%. As a reaction SMILES: [ClH:1].CCOC(C)=O.[C:8]([C:11]1[CH:12]=[CH:13][C:14]([N:17]2[CH2:22][CH2:21][CH:20]([NH:23]C(=O)OC(C)(C)C)[CH2:19][CH2:18]2)=[N:15][CH:16]=1)(=[O:10])[NH2:9]>>[ClH:1].[NH2:23][CH:20]1[CH2:19][CH2:18][N:17]([C:14]2[CH:13]=[CH:12][C:11]([C:8]([NH2:9])=[O:10])=[CH:16][N:15]=2)[CH2:22][CH2:21]1 |f:0.1,3.4|. Reported procedure: To a stirred solution of HCl/EtOAc (9 ml, 3N) was added tert-butyl 1-(5-carbamoylpyridin-2-yl)piperidin-4-ylcarbamate (400 mg) and the mixture was stirred at room temperature for 4 h. The solid was collected by filtration and washed with EtOAc to give a white solid (300 mg, 94%). [LCMS RtA=0.85 min, [M+H]+=221.1]. Reactants: CN(C)C=O, Cn1nc(C(F)(F)F)cc1O, CO, [Na+], [OH-], O, O=P(Cl)(Cl)Cl. Yields the product Cn1nc(C(F)(F)F)c(C=O)c1O. As a reaction SMILES: [CH3:17][N:18]([CH:19]=[O:20])[CH3:21].[CH3:1][n:2]1[n:3][c:4]([C:8]([F:9])([F:10])[F:11])[cH:5][c:6]1[OH:7].[CH3:25][OH:26].[Na+:23].[OH-:22].[OH2:24].[P:12]([Cl:13])([Cl:14])([Cl:15])=[O:16]>>[CH3:1][n:2]1[n:3][c:4]([C:8]([F:9])([F:10])[F:11])[c:5]([CH:19]=[O:20])[c:6]1[OH:7].